Task: describe an organic reaction: reactants, conditions, products, and yield. Dataset: the Open Reaction Database (ORD), a public repository of structured organic reaction records Starting materials: CC1(C)OCC(c2cnc(NC(=O)C(CC3CCCC3)c3ccc(S(C)(=O)=O)c(Cl)c3)cn2)O1, Cl, C1CCOC1. Yields the product CS(=O)(=O)c1ccc(C(CC2CCCC2)C(=O)Nc2cnc(C(O)CO)cn2)cc1Cl. RXN SMILES: [Cl:1][c:2]1[cH:3][c:4]([CH:12]([C:13](=[O:14])[NH:15][c:16]2[n:17][cH:18][c:19]([CH:22]3[O:23][C:24]([CH3:27])([CH3:28])[O:25][CH2:26]3)[n:20][cH:21]2)[CH2:29][CH:30]2[CH2:31][CH2:32][CH2:33][CH2:34]2)[cH:5][cH:6][c:7]1[S:8](=[O:9])(=[O:10])[CH3:11].[ClH:35].[O:36]1[CH2:37][CH2:38][CH2:39][CH2:40]1>>[Cl:1][c:2]1[cH:3][c:4]([CH:12]([C:13](=[O:14])[NH:15][c:16]2[n:17][cH:18][c:19]([CH:22]([OH:23])[CH2:26][OH:25])[n:20][cH:21]2)[CH2:29][CH:30]2[CH2:31][CH2:32][CH2:33][CH2:34]2)[cH:5][cH:6][c:7]1[S:8](=[O:9])(=[O:10])[CH3:11]. Reactants: C[Mg]Br (methylmagnesium bromide), COC=1C=C(C=CC1N1C=NC(=C1)C)NC1=NC(=CC(=N1)C(C)=O)COCC(F)(F)F (1-(2-(3-Methoxy-4-(4-methyl-1H-imidazol-1-yl)phenylamino)-6-((2,2,2-trifluoroethoxy)-methyl)pyrimidin-4-yl)ethanone), [Cl-].[NH4+] (ammonium chloride). The solvent is C1CCOC1 (THF), C1CCOC1 (THF). Reaction conditions: time 5 minute. Yields the product COC=1C=C(C=CC1N1C=NC(=C1)C)NC1=NC(=CC(=N1)C(C)(C)O)COCC(F)(F)F (2-(2-(3-Methoxy-4-(4-methyl-1H-imidazol-1-yl)phenylamino)-6-((2,2,2-trifluoroethoxy)-methyl)pyrimidin-4-yl)propan-2-ol). Yield: 57.8%. As a reaction SMILES: [CH3:1][O:2][C:3]1[CH:4]=[C:5]([NH:15][C:16]2[N:21]=[C:20]([C:22](=[O:24])[CH3:23])[CH:19]=[C:18]([CH2:25][O:26][CH2:27][C:28]([F:31])([F:30])[F:29])[N:17]=2)[CH:6]=[CH:7][C:8]=1[N:9]1[CH:13]=[C:12]([CH3:14])[N:11]=[CH:10]1.[CH3:32][Mg]Br.[Cl-].[NH4+]>C1COCC1>[CH3:1][O:2][C:3]1[CH:4]=[C:5]([NH:15][C:16]2[N:21]=[C:20]([C:22]([OH:24])([CH3:32])[CH3:23])[CH:19]=[C:18]([CH2:25][O:26][CH2:27][C:28]([F:29])([F:30])[F:31])[N:17]=2)[CH:6]=[CH:7][C:8]=1[N:9]1[CH:13]=[C:12]([CH3:14])[N:11]=[CH:10]1 |f:2.3|. Reported procedure: 1-(2-(3-Methoxy-4-(4-methyl-1H-imidazol-1-yl)phenylamino)-6-((2,2,2-trifluoroethoxy)-methyl)pyrimidin-4-yl)ethanone (178 mg, 0.41 mmol) was dissolved in THF (5 mL). The mixture was added to methylmagnesium bromide (3 M in THF, 1.090 mL, 3.27 mmol) in THF (5 mL). The mixture was stirred at rt for 5 min. The mixture was cooled at 0° C. and ammonium chloride (aq) was added. The mixture was extracted by EtOAc, the organic phase was dried over sodium sulfate and concentrated. The residue was purified... The reactants are C([O-])([O-])=O.[K+].[K+] (potassium carbonate), N1[C@H](C(=O)O)CCC1 (L-proline), CC1=COC=2N=CN=C(C21)N (5-methylfuro[2,3-d]pyrimidin-4-amine), NC1=C(NC(=C1)C)C(=O)OCC (Ethyl 3-amino-5-methyl-1H-pyrrole-2-carboxylate). Reagents/catalysts: [Cu](I)I (copper iodide). The solvent is CN(C)C=O (DMF). Run at temperature 110 celsius, time 3 minute. The product is COC1=CC=C(C=C1)NC=1C2=C(N=CN1)OC=C2C (N-(4-methoxyphenyl)-5-methylfuro[2,3-d]pyrimidin-4-amine). The yield is 54.8%. As a reaction SMILES: C(=O)([O-])[O-].[K+].[K+].N1CCC[C@H]1C(O)=O.[CH3:15][C:16]1[C:24]2[C:23]([NH2:25])=[N:22][CH:21]=[N:20][C:19]=2[O:18][CH:17]=1.N[C:27]1[CH:31]=[C:30]([CH3:32])N[C:28]=1[C:33]([O:35][CH2:36]C)=O>[Cu](I)I.CN(C=O)C>[CH3:36][O:35][C:33]1[CH:28]=[CH:27][C:31]([NH:25][C:23]2[C:24]3[C:16]([CH3:15])=[CH:17][O:18][C:19]=3[N:20]=[CH:21][N:22]=2)=[CH:30][CH:32]=1 |f:0.1.2|. Reported procedure: A 50 mL round bottom flask with a stir bar was charged with copper iodide (66.5 mg, 0.35 mmol), anhydrous potassium carbonate (480 mg, 3.5 mmol), L-proline (80 mg, 0.7 mmol), 5 (150 mg, 1 mmol) and 6 (350 mg, 3.5 mmol). The flask was connected to vacuum for 3 min followed by the addition of anhydrous DMF (15 mL) using syringe. The flask was purged with argon for 5 min and then heated in an oil bath maintained at 110° C. On heating the suspension became bluish grey which lasted for about 2 h. The... The reactants are BrCC1=CC=C(C=C1)C#N (α-Bromo-p-tolunitrile), BrC=1C(NC(=CC1OCC1=C(C=C(C=C1)F)F)C)=O (3-bromo-4-[(2,4-difluorobenzyl)oxy]-6-methylpyridin-2(1H)-one), C(=O)([O-])[O-].[K+].[K+] (K2CO3). The solvent is CN(C=O)C (N,N-dimethylformamide). Run at temperature 80 celsius. The product is C(C1=CC=CC=C1)OC1=C(C(N(C=C1)CC1=CC=C(C#N)C=C1)=O)Br (4-([4-(benzyloxy)-3-bromo-2-oxopyridin-1(2H)-yl]methyl}benzonitrile). Isolated yield 45.7%. As a reaction SMILES: [Br:1][C:2]1[C:3](=[O:19])[NH:4][C:5](C)=[CH:6][C:7]=1[O:8][CH2:9][C:10]1[CH:15]=[CH:14][C:13](F)=[CH:12][C:11]=1F.Br[CH2:21][C:22]1[CH:27]=[CH:26][C:25]([C:28]#[N:29])=[CH:24][CH:23]=1.C([O-])([O-])=O.[K+].[K+]>CN(C)C=O>[CH2:9]([O:8][C:7]1[CH:6]=[CH:5][N:4]([CH2:21][C:22]2[CH:27]=[CH:26][C:25]([C:28]#[N:29])=[CH:24][CH:23]=2)[C:3](=[O:19])[C:2]=1[Br:1])[C:10]1[CH:11]=[CH:12][CH:13]=[CH:14][CH:15]=1 |f:2.3.4|. Procedure details: 3-bromo-4-[(2,4-difluorobenzyl)oxy]-6-methylpyridin-2(1H)-one(1.0 g, 3.6 mmol) was dissolved in N,N-dimethylformamide (5 mL). α-Bromo-p-tolunitrile (0.85 g, 4.3 mmol) was added followed by K2CO3 (0.59 g, 4.3 mmol). The resulting mixture was heated to 80° C. for 16 h. The reaction was concentrated to an oil that was partitioned between water and ethyl acetate and extracted with ethyl acetate (3×100 ml). The organic extracts were combined, washed with brine, dried over Na2SO4, and filtered. The fi...